From a dataset of the Open Reaction Database (ORD), a public repository of structured organic reaction records. describe an organic reaction: reactants, conditions, products, and yield Reactants: C1COCCN1, CN(C)C=O, CCN(C(C)C)C(C)C, O=C(O)c1cn2c(n1)CN(c1nc3c(c(NC4CCOCC4)n1)S(=O)CC3)CC2. Product: O=C(c1cn2c(n1)CN(c1nc3c(c(NC4CCOCC4)n1)S(=O)CC3)CC2)N1CCOCC1. RXN SMILES: [CH2:39]1[CH2:40][O:41][CH2:42][CH2:43][NH:44]1.[CH3:45][N:46]([CH3:47])[CH:48]=[O:49].[CH:30]([N:31]([CH:32]([CH3:33])[CH3:34])[CH2:35][CH3:36])([CH3:37])[CH3:38].[O:1]=[S:2]1[CH2:3][CH2:4][c:5]2[n:6][c:7]([N:18]3[CH2:19][c:20]4[n:21]([cH:24][c:25]([C:27](=[O:28])[OH:29])[n:26]4)[CH2:22][CH2:23]3)[n:8][c:9]([NH:11][CH:12]3[CH2:13][CH2:14][O:15][CH2:16][CH2:17]3)[c:10]21>>[O:1]=[S:2]1[CH2:3][CH2:4][c:5]2[n:6][c:7]([N:18]3[CH2:19][c:20]4[n:21]([cH:24][c:25]([C:27](=[O:29])[N:44]5[CH2:39][CH2:40][O:41][CH2:42][CH2:43]5)[n:26]4)[CH2:22][CH2:23]3)[n:8][c:9]([NH:11][CH:12]3[CH2:13][CH2:14][O:15][CH2:16][CH2:17]3)[c:10]21. The reactants are C1CCOC1, CCCC[N+](CCCC)(CCCC)CCCC, CC1(C#C[Si](C)(C)C)COC1, [Cu]I, [F-], NC1=NC2(COC1)c1cc(O)ccc1Oc1c(F)cc(Br)cc12, O, O, O, c1ccc(P(c2ccccc2)(c2ccccc2)[Pd](P(c2ccccc2)(c2ccccc2)c2ccccc2)(P(c2ccccc2)(c2ccccc2)c2ccccc2)P(c2ccccc2)(c2ccccc2)c2ccccc2)cc1. Product: CC1(C#Cc2cc(F)c3c(c2)C2(COCC(N)=N2)c2cc(O)ccc2O3)COC1. Reaction SMILES: [CH2:56]1[O:57][CH2:58][CH2:59][CH2:60]1.[CH2:5]([N+:6]([CH2:7][CH2:8][CH2:9][CH3:10])([CH2:11][CH2:12][CH2:13][CH3:14])[CH2:15][CH2:16][CH2:17][CH3:18])[CH2:19][CH2:20][CH3:21].[CH3:45][Si:46]([C:47]#[C:48][C:49]1([CH3:53])[CH2:50][O:51][CH2:52]1)([CH3:54])[CH3:55].[Cu:138][I:139].[F-:4].[NH2:22][C:23]1=[N:24][C:25]2([CH2:26][O:27][CH2:28]1)[c:29]1[cH:30][c:31]([OH:44])[cH:32][cH:33][c:34]1[O:35][c:36]1[c:37]([F:43])[cH:38][c:39]([Br:42])[cH:40][c:41]12.[OH2:1].[OH2:2].[OH2:3].[cH:61]1[cH:62][cH:63][c:64]([P:65]([Pd:66]([P:67]([c:68]2[cH:69][cH:70][cH:71][cH:72][cH:73]2)([c:74]2[cH:75][cH:76][cH:77][cH:78][cH:79]2)[c:80]2[cH:81][cH:82][cH:83][cH:84][cH:85]2)([P:86]([c:87]2[cH:88][cH:89][cH:90][cH:91][cH:92]2)([c:93]2[cH:94][cH:95][cH:96][cH:97][cH:98]2)[c:99]2[cH:100][cH:101][cH:102][cH:103][cH:104]2)[P:105]([c:106]2[cH:107][cH:108][cH:109][cH:110][cH:111]2)([c:112]2[cH:113][cH:114][cH:115][cH:116][cH:117]2)[c:118]2[cH:119][cH:120][cH:121][cH:122][cH:123]2)([c:124]2[cH:125][cH:126][cH:127][cH:128][cH:129]2)[c:130]2[cH:131][cH:132][cH:133][cH:134][cH:135]2)[cH:136][cH:137]1>>[NH2:22][C:23]1=[N:24][C:25]2([CH2:26][O:27][CH2:28]1)[c:29]1[cH:30][c:31]([OH:44])[cH:32][cH:33][c:34]1[O:35][c:36]1[c:37]([F:43])[cH:38][c:39]([C:47]#[C:48][C:49]3([CH3:53])[CH2:50][O:51][CH2:52]3)[cH:40][c:41]12.